Dataset: the Open Reaction Database (ORD), a public repository of structured organic reaction records. Task: describe an organic reaction: reactants, conditions, products, and yield Reactants: CC=1N(C=CN1)C1=CC=C(C=C1)[N+](=O)[O-] (2-methyl-1-(4-nitrophenyl)imidazole). Reagents/catalysts: [Pd] (Pd). Run in C(C)O (ethanol). Run at time 3 hour. Yields the product NC1=CC=C(C=C1)N1C(=NC=C1)C (1-(4-aminophenyl)-2-methylimidazole). Yield: 85.2%. As a reaction SMILES: [CH3:1][C:2]1[N:3]([C:7]2[CH:12]=[CH:11][C:10]([N+:13]([O-])=O)=[CH:9][CH:8]=2)[CH:4]=[CH:5][N:6]=1>C(O)C.[Pd]>[NH2:13][C:10]1[CH:9]=[CH:8][C:7]([N:3]2[CH:4]=[CH:5][N:6]=[C:2]2[CH3:1])=[CH:12][CH:11]=1. Reported procedure: 13.5 g of 2-methyl-1-(4-nitrophenyl)imidazole was hydrogenated in the presence of 10% Pd/c in 160 ml of ethanol at 30° to 40° C. at an initial pressure of 40 kg/cm2. After 3 hours, the reduction mixture was filtered and the solvent was removed from the filtrate under reduced pressure. The residue was recrystallized from a mixed solvent of benzene and n-hexane to obtain 9.8 g of the intended compound having a melting point of 112° to 113° C. Elementary analysis values as C10H11N3 were as follows. Starting materials: C(C)(C)(C)OC(=O)N1CCN(CC1)C(CC(C)C)C1CCCCC1 (4-(1-Cyclohexyl-3-methyl-butyl)-piperazine-1-carboxylic acid tert-butyl ester), Cl.CCOC(=O)C (HCl EtOAc). Yields the product Cl.Cl.C1(CCCCC1)C(CC(C)C)N1CCNCC1 (1-(1-Cyclohexyl-3-methyl-butyl)-piperazine dihydrochloride salt). Reaction SMILES: C(OC([N:8]1[CH2:13][CH2:12][N:11]([CH:14]([CH:19]2[CH2:24][CH2:23][CH2:22][CH2:21][CH2:20]2)[CH2:15][CH:16]([CH3:18])[CH3:17])[CH2:10][CH2:9]1)=O)(C)(C)C.[ClH:25].CCOC(C)=O>>[ClH:25].[ClH:25].[CH:19]1([CH:14]([N:11]2[CH2:10][CH2:9][NH:8][CH2:13][CH2:12]2)[CH2:15][CH:16]([CH3:18])[CH3:17])[CH2:24][CH2:23][CH2:22][CH2:21][CH2:20]1 |f:1.2,3.4.5|. Reported procedure: A solution of the product from Step II (406 mg, 1.21 mmol) in 1N HCl/EtOAc (25 mL) was stirred at room temperature overnight. Solvent was removed under reduced pressure and solid washed twice with Et2O to afford the title compound as a white solid. MS m/z 239.3 (M++1).